This data is from the Open Reaction Database (ORD), a public repository of structured organic reaction records. The task is: describe an organic reaction: reactants, conditions, products, and yield Starting materials: COC1=C(C(=O)O)C(=CC=C1)OC (2,6-dimethoxybenzoic acid), S(=O)(Cl)Cl (thionyl chloride). The solvent is C1(=CC=CC=C1)C (toluene), Pet. ether. The product is COC1=C(C(=O)Cl)C(=CC=C1)OC (2,6-dimethoxybenzoyl chloride). As a reaction SMILES: [CH3:1][O:2][C:3]1[CH:11]=[CH:10][CH:9]=[C:8]([O:12][CH3:13])[C:4]=1[C:5](O)=[O:6].S(Cl)([Cl:16])=O>C1(C)C=CC=CC=1>[CH3:1][O:2][C:3]1[CH:11]=[CH:10][CH:9]=[C:8]([O:12][CH3:13])[C:4]=1[C:5]([Cl:16])=[O:6]. Procedure details: A 8.5 Kg portion of 2,6-dimethoxybenzoic acid was dissolved in 60 liters of toluene and the solution was stirred at ambient temperature while 6.8 liters of thionyl chloride was added dropwise over forty-five minutes. Following the addition, the reaction mixture next was cooled to room temperature and the solvent was removed by evaporation under reduced pressure, washed with 25 liters of Pet. ether cooled and filtered to provide a crude solid product. The product was stirred for one hour with 25 ... Conditions: temperature 50 celsius, time 16 hour. Product: C(C1=CC=CC=C1)OC1=CC(=NN1C)C(=O)OC (Methyl 5-(benzyloxy)-1-methyl-1H-pyrazole-3-carboxylate). The reactants are O (Water), OC1=CC(=NN1C)C(=O)OC (methyl 5-hydroxy-1-methyl-1H-pyrazole-3-carboxylate), C(C1=CC=CC=C1)Br (benzyl bromide), C([O-])([O-])=O.[K+].[K+] (potassium carbonate). Run in CN(C=O)C (N,N-dimethylformamide). RXN SMILES: [OH:1][C:2]1[N:6]([CH3:7])[N:5]=[C:4]([C:8]([O:10][CH3:11])=[O:9])[CH:3]=1.[CH2:12](Br)[C:13]1[CH:18]=[CH:17][CH:16]=[CH:15][CH:14]=1.C(=O)([O-])[O-].[K+].[K+].O>CN(C)C=O>[CH2:12]([O:1][C:2]1[N:6]([CH3:7])[N:5]=[C:4]([C:8]([O:10][CH3:11])=[O:9])[CH:3]=1)[C:13]1[CH:18]=[CH:17][CH:16]=[CH:15][CH:14]=1 |f:2.3.4|. Procedure details: A mixture of methyl 5-hydroxy-1-methyl-1H-pyrazole-3-carboxylate (10.0 g, 64.0 mmol), benzyl bromide (12.0 g, 70 mmol) and potassium carbonate (13.8 g, 100 mmol) in N,N-dimethylformamide (150 mL) was stirred at 50° C. for 16 h. Water was added to the reaction solution, and the mixture was extracted with ethyl acetate. The organic layer was washed with brine, dried over anhydrous magnesium sulfate, filtered and concentrated under reduced pressure to purify the residue by NH-silica gel column chro... Reactants: ClC1=NC=C(C=C1Br)C(F)(F)F (2-Chloro-3-bromo-5-trifluoromethylpyridine), CNC (dimethylamine). Product: BrC=1C(=NC=C(C1)C(F)(F)F)N(C)C (3-Bromo-2-dimethylamino-5-trifluoromethylpyridine). The yield is 82.0%. Reaction SMILES: Cl[C:2]1[C:7]([Br:8])=[CH:6][C:5]([C:9]([F:12])([F:11])[F:10])=[CH:4][N:3]=1.[CH3:13][NH:14][CH3:15]>>[Br:8][C:7]1[C:2]([N:14]([CH3:15])[CH3:13])=[N:3][CH:4]=[C:5]([C:9]([F:12])([F:11])[F:10])[CH:6]=1. Procedure: 2-Chloro-3-bromo-5-trifluoromethylpyridine (509 mg, 1.95 mmol) was treated with ethanolic dimethylamine solution (10 ml) and heated at reflux for 2 hrs before being concentrated. The residue was partitioned between water (10 ml) and ethyl acetate (10 ml), and the organic phase washed with brine (10 ml) and dried (Na2SO4). The solution was then concentrated to give the product as a yellow oil (430 mg, 82% yield). Starting materials: C(I)(I)I (iodoform), ClC1=CC=C(C=C1)NC(C(C=O)(C)C)=O (N-(4-chlorophenyl)-2,2-dimethyl-3-oxopropanamide), ice water. Reagents/catalysts: [Cr](=O)(Cl)Cl (chromous chloride). Solvent: C1CCOC1 (THF), C1CCOC1 (THF). Conditions: time 10 minute. Yields the product ClC1=CC=C(C=C1)NC(C(\C=C\I)(C)C)=O ((E)-N-(4-chlorophenyl)-4-iodo-2,2-dimethyl-3-butenamide). Isolated yield 35.5%. RXN SMILES: [CH:1]([I:4])(I)I.[Cl:5][C:6]1[CH:11]=[CH:10][C:9]([NH:12][C:13](=[O:19])[C:14]([CH3:18])([CH3:17])[CH:15]=O)=[CH:8][CH:7]=1>C1COCC1.[Cr](Cl)(Cl)=O>[Cl:5][C:6]1[CH:7]=[CH:8][C:9]([NH:12][C:13](=[O:19])[C:14]([CH3:17])([CH3:15])/[CH:18]=[CH:1]/[I:4])=[CH:10][CH:11]=1. Procedure: To a stirred suspension of chromous chloride (3.3 g) in 75 mL of dry THF was added a solution of iodoform (3.5 g) and N-(4-chlorophenyl)-2,2-dimethyl-3-oxopropanamide (1 g) in 25 mL of THF, dropwise over 10 minutes. The solution was allowed to stir an additional 1.5 hour, then poured into 100 g of ice water and extracted into ether. The organic phase was dried, filtered and evaporated, and the residue was filtered through a small silica gel column, eluting with ether, to remove chromium residues... The reactants are C(Cl)Cl (methylene chloride), O=C(CCC=O)CCCCCCC (4-oxoundecylaldehyde), C1=CC=CC1 (cyclopentadiene), C[O-].[Na+] (sodium methanolate). The solvent is CO (methanol). Reaction conditions: temperature 0 celsius, time 3 hour. Product: C(CCCCCC)C1=C2C=CCC2=CC=C1 (4-(1-Heptyl)indene). Yield: 33.5%. As a reaction SMILES: C[O-].[Na+].O=[C:5]([CH2:10][CH2:11][CH2:12][CH2:13][CH2:14][CH2:15][CH3:16])[CH2:6][CH2:7][CH:8]=O.[CH:17]1[CH2:21][CH:20]=[CH:19][CH:18]=1.C(Cl)Cl>CO>[CH2:10]([C:5]1[CH:6]=[CH:7][CH:8]=[C:17]2[C:18]=1[CH:19]=[CH:20][CH2:21]2)[CH2:11][CH2:12][CH2:13][CH2:14][CH2:15][CH3:16] |f:0.1|. Procedure: 20.4 ml of a 30 percent strength solution of sodium methanolate (111 mmol) in methanol were initially introduced into the reaction vessel at 0° C., and a mixture of 9.0 g (44.5 mmol) of 4-oxoundecylaldehyde and 4.0 ml (49 mmol) of cyclopentadiene was added in the course of 30 minutes. After the mixture had been stirred at 0° C. for 2 hours and at room temperature for a further 3 hours, it was hydrolyzed, methylene chloride was added and the mixture was filtered over Corolite. The organic phase w... Reactants: CO, N#Cc1ccc(C#Cc2cc(Cl)ccc2-c2nc3ccccc3n2CC2CCCCC2)cc1. Product: N#Cc1ccc(CCc2cc(Cl)ccc2-c2nc3ccccc3n2CC2CCCCC2)cc1. Reaction SMILES: [CH3:34][OH:35].[Cl:1][c:2]1[cH:3][cH:4][c:5](-[c:18]2[n:19][c:20]3[c:21]([n:22]2[CH2:23][CH:24]2[CH2:25][CH2:26][CH2:27][CH2:28][CH2:29]2)[cH:30][cH:31][cH:32][cH:33]3)[c:6]([C:8]#[C:9][c:10]2[cH:11][cH:12][c:13]([C:14]#[N:15])[cH:16][cH:17]2)[cH:7]1>>[Cl:1][c:2]1[cH:3][cH:4][c:5](-[c:18]2[n:19][c:20]3[c:21]([n:22]2[CH2:23][CH:24]2[CH2:25][CH2:26][CH2:27][CH2:28][CH2:29]2)[cH:30][cH:31][cH:32][cH:33]3)[c:6]([CH2:8][CH2:9][c:10]2[cH:11][cH:12][c:13]([C:14]#[N:15])[cH:16][cH:17]2)[cH:7]1.